This data is from the Open Reaction Database (ORD), a public repository of structured organic reaction records. The task is: describe an organic reaction: reactants, conditions, products, and yield Starting materials: O=C(CCc1ccccc1)N1CCC2(CC1)NC(Cc1ccccc1)C(=O)N2Cc1ccccc1, C[Si](C)(C)Cl, CCC(C)=O, O. Product: O=C(CCc1ccccc1)N1CCC2(CC1)NC(Cc1ccccc1)C(=O)N2Cc1ccccc1, Cl. As a reaction SMILES: [CH2:1]([c:2]1[cH:3][cH:4][cH:5][cH:6][cH:7]1)[N:8]1[C:9](=[O:35])[CH:10]([CH2:28][c:29]2[cH:30][cH:31][cH:32][cH:33][cH:34]2)[NH:11][C:12]12[CH2:13][CH2:14][N:15]([C:18]([CH2:19][CH2:20][c:21]1[cH:22][cH:23][cH:24][cH:25][cH:26]1)=[O:27])[CH2:16][CH2:17]2.[CH3:37][Si:38]([CH3:39])([CH3:40])[Cl:41].[CH3:42][C:43]([CH2:44][CH3:45])=[O:46].[OH2:36]>>[CH2:1]([c:2]1[cH:3][cH:4][cH:5][cH:6][cH:7]1)[N:8]1[C:9](=[O:35])[CH:10]([CH2:28][c:29]2[cH:30][cH:31][cH:32][cH:33][cH:34]2)[NH:11][C:12]12[CH2:13][CH2:14][N:15]([C:18]([CH2:19][CH2:20][c:21]1[cH:22][cH:23][cH:24][cH:25][cH:26]1)=[O:27])[CH2:16][CH2:17]2.[ClH:41]. Starting materials: CC1(C)NC(=O)N(C(=O)c2cccc3ccccc23)C1=O, CCOC(C)=O, Clc1cccc(CBr)c1, [H-], [Na+], CN(C)C=O. Yields the product CC1(C)C(=O)N(C(=O)c2cccc3ccccc23)C(=O)N1Cc1cccc(Cl)c1. Reaction SMILES: [CH3:1][C:2]1([CH3:21])[C:3](=[O:20])[N:4]([C:8](=[O:9])[c:10]2[cH:11][cH:12][cH:13][c:14]3[cH:15][cH:16][cH:17][cH:18][c:19]23)[C:5](=[O:7])[NH:6]1.[CH3:33][CH2:34][O:35][C:36](=[O:37])[CH3:38].[Cl:24][c:25]1[cH:26][c:27]([CH2:28][Br:29])[cH:30][cH:31][cH:32]1.[H-:22].[Na+:23].[O:39]=[CH:40][N:41]([CH3:42])[CH3:43]>>[CH3:1][C:2]1([CH3:21])[C:3](=[O:20])[N:4]([C:8](=[O:9])[c:10]2[cH:11][cH:12][cH:13][c:14]3[cH:15][cH:16][cH:17][cH:18][c:19]23)[C:5](=[O:7])[N:6]1[CH2:28][c:27]1[cH:26][c:25]([Cl:24])[cH:32][cH:31][cH:30]1.